This data is from the Open Reaction Database (ORD), a public repository of structured organic reaction records. The task is: describe an organic reaction: reactants, conditions, products, and yield The reactants are [N+](=O)([O-])C1=CC=C(C=C1)S(=O)(=NC(NC)=O)C ((RS)—S-(4-nitrophenyl)-N-(methylcarbamoyl)-S-methylsulfoximide). Reagents/catalysts: [Pd] (palladium). Run in CO (methanol). The product is NC1=CC=C(C=C1)S(=O)(=NC(NC)=O)C ((RS)—S-(4-aminophenyl)-N-(methylcarbamoyl)-S-methylsulfoximide). RXN SMILES: [N+:1]([C:4]1[CH:9]=[CH:8][C:7]([S:10]([CH3:17])(=[N:12][C:13](=[O:16])[NH:14][CH3:15])=[O:11])=[CH:6][CH:5]=1)([O-])=O>CO.[Pd]>[NH2:1][C:4]1[CH:9]=[CH:8][C:7]([S:10]([CH3:17])(=[N:12][C:13](=[O:16])[NH:14][CH3:15])=[O:11])=[CH:6][CH:5]=1. Procedure: 302 mg (1.17 mmol) (RS)—S-(4-nitrophenyl)-N-(methylcarbamoyl)-S-methylsulfoximide in 20 ml methanol is hydrogenated over 60 mg palladium (10% on carbon, 50% water wet) for 4 hours at 26° C. and 30 bar. The catalyst is filtered and the solvent evaporated to give 271 mg (corresponding to 100% of theor.) of the product. The reactants are O=C(Cl)CCCCCBr, CCNCC, C1CCOC1, O. Yields the product CCN(CC)C(=O)CCCCCBr. As a reaction SMILES: [Br:1][CH2:2][CH2:3][CH2:4][CH2:5][CH2:6][C:7](=[O:8])[Cl:9].[CH2:10]([CH3:11])[NH:12][CH2:13][CH3:14].[O:16]1[CH2:17][CH2:18][CH2:19][CH2:20]1.[OH2:15]>>[Br:1][CH2:2][CH2:3][CH2:4][CH2:5][CH2:6][C:7](=[O:8])[N:12]([CH2:10][CH3:11])[CH2:13][CH3:14]. Product: crude product, NC1=CC(=C(C=C1)S(=O)(=O)O)Cl (4-amino-2-chlorobenzenesulfonic acid). As a reaction SMILES: [Cl:1][C:2]1[CH:3]=[C:4]([CH:6]=[CH:7][CH:8]=1)[NH2:5].[S:9](=O)(=[O:12])([OH:11])[OH:10]>>[NH2:5][C:4]1[CH:6]=[CH:7][C:8]([S:9]([OH:12])(=[O:11])=[O:10])=[C:2]([Cl:1])[CH:3]=1. Reactants: ClC=1C=C(N)C=CC1 (3-Chloroaniline), S(O)(O)(=O)=O (sulfuric acid). Reaction conditions: time 8 hour. Procedure details: 3-Chloroaniline, 0.4 ml, was slowly added to 4 ml of fuming sulfuric acid and stirred at room temperature overnight. While cooling to 0°, the reaction solution was poured onto water and the solid precipitated was separated by filtration. The solid filtered off was dissolved in 2N sodium hydroxide aqueous solution and conc. hydrochloric acid was then added to the solution to make the liquid acidic. The solid precipitated was taken by filtration to give the crude product of 4-amino-2-chlorobenzene...